This data is from the Open Reaction Database (ORD), a public repository of structured organic reaction records. The task is: describe an organic reaction: reactants, conditions, products, and yield Starting materials: C1CCOC1, CN(C)C=O, CCCCCCCCOc1ccc(-c2cnc(-c3ccc(O)cc3)nc2)cc1, CCCCCCC(CCOS(=O)(=O)c1ccc(C)cc1)C(F)(F)F. The product is CCCCCCCCOc1ccc(-c2cnc(-c3ccc(OCCC(CCCCCC)C(F)(F)F)cc3)nc2)cc1. As a reaction SMILES: [CH2:53]1[O:54][CH2:55][CH2:56][CH2:57]1.[CH3:58][N:59]([CH3:60])[CH:61]=[O:62].[OH:1][c:2]1[cH:3][cH:4][c:5](-[c:8]2[n:9][cH:10][c:11](-[c:14]3[cH:15][cH:16][c:17]([O:20][CH2:21][CH2:22][CH2:23][CH2:24][CH2:25][CH2:26][CH2:27][CH3:28])[cH:18][cH:19]3)[cH:12][n:13]2)[cH:6][cH:7]1.[c:29]1([CH3:30])[cH:31][cH:32][c:33]([S:34]([O:35][CH2:39][CH2:40][CH:41]([CH2:42][CH2:43][CH2:44][CH2:45][CH2:46][CH3:47])[C:48]([F:49])([F:50])[F:51])(=[O:36])=[O:37])[cH:38][cH:52]1>>[O:1]([c:2]1[cH:3][cH:4][c:5](-[c:8]2[n:9][cH:10][c:11](-[c:14]3[cH:15][cH:16][c:17]([O:20][CH2:21][CH2:22][CH2:23][CH2:24][CH2:25][CH2:26][CH2:27][CH3:28])[cH:18][cH:19]3)[cH:12][n:13]2)[cH:6][cH:7]1)[CH2:39][CH2:40][CH:41]([CH2:42][CH2:43][CH2:44][CH2:45][CH2:46][CH3:47])[C:48]([F:49])([F:50])[F:51]. Starting materials: Cl (HCl), CN(C#N)C (dimethylcyanamide), BrC=1C=C(C2=C(C(CO2)(C)C)C1)C(C)(C)C (5-bromo-7-tert-butyl-2,3-dihydro-3,3-dimethylbenzofuran), [Li]C(C)(C)C (t-BuLi). Solvent: CCO (EtOH), C(Cl)(Cl)Cl (CHCl3), CO (MeOH), CCOCC (Et2O), CCOCC (Et2O), hexanes. Reaction conditions: temperature 0 celsius, time 1 hour. Product: Cl.C(C)(C)(C)C1=CC(=CC=2C(COC21)(C)C)C(N(C)C)=N (7-tert-Butyl-2,3-dihydro-N,N-dimethyl-3,3-dimethylbenzofuran-5-carboximidamide hydrochloride). Isolated yield 19.7%. RXN SMILES: Br[C:2]1[CH:3]=[C:4]([C:13]([CH3:16])([CH3:15])[CH3:14])[C:5]2[O:9][CH2:8][C:7]([CH3:11])([CH3:10])[C:6]=2[CH:12]=1.[Li]C(C)(C)C.[CH3:22][N:23]([CH3:26])[C:24]#[N:25].[ClH:27]>CCOCC.C(Cl)(Cl)Cl.CCO.CO>[ClH:27].[C:13]([C:4]1[C:5]2[O:9][CH2:8][C:7]([CH3:11])([CH3:10])[C:6]=2[CH:12]=[C:2]([C:24](=[NH:25])[N:23]([CH3:26])[CH3:22])[CH:3]=1)([CH3:16])([CH3:15])[CH3:14] |f:8.9|. Reported procedure: To a solution of 5-bromo-7-tert-butyl-2,3-dihydro-3,3-dimethylbenzofuran (500 mg, 1.8 mmol) in Et2O (0.6 mL), and hexanes (5.5 mL) at -78° C. is added t-BuLi (1.5M in hexanes, 2.9 eq, 5.3 mmol, 3.3 mL) at such a rate that the reaction temperature does not exceed -60° C. This solution is stirred for 1 h and then slowly cannulated into a -78° C. solution of dimethylcyanamide (1.0 eq, 1.8 mmol, 0.15 mL) in Et2O (5 mL). The reaction is kept at -78° C. for 0.5 h and then is allowed to warm to 0° C. A... Starting materials: FC(C(=O)OC=CCCCCC=C)(F)F (1,7-octadienyl trifluoroacetate), [H][H] (hydrogen). Reagents/catalysts: [Pd] (palladium). Yields the product FC(C(=O)OCCCCCCCC)(F)F (trifluoroacetoxyoctane). RXN SMILES: [F:1][C:2]([F:15])([F:14])[C:3]([O:5][CH:6]=[CH:7][CH2:8][CH2:9][CH2:10][CH2:11][CH:12]=[CH2:13])=[O:4].[H][H]>[Pd]>[F:1][C:2]([F:14])([F:15])[C:3]([O:5][CH2:6][CH2:7][CH2:8][CH2:9][CH2:10][CH2:11][CH2:12][CH3:13])=[O:4]. Reported procedure: The resultant 1,7-octadienyl trifluoroacetate was hydrogenated at 150 psig of hydrogen at ambient temperature using 5% palladium on BaSO4 to produce trifluoroacetoxyoctane. Starting materials: P(=O)(O)(O)[O-].[Na+] (sodium dihydrogenphosphate), Cl(=O)[O-].[Na+] (sodium chlorite), OO (hydrogen peroxide), COC=1C(=C(CC=2C=CC(=C(C=O)C2)OCC2=CC=CC=C2)C(=C(C1OC)OC)OC)C (5-(3,4,5,6-tetramethoxy-2-methylbenzyl)-2-benzyloxybenzaldehyde). Solvent: O (water), C(C)#N (acetonitrile). Reaction conditions: time 5 hour. Product: COC=1C(=C(CC=2C=CC(=C(C(=O)O)C2)OCC2=CC=CC=C2)C(=C(C1OC)OC)OC)C (5-(3,4,5,6-Tetramethoxy-2-methylbenzyl)-2-benzyloxybenzoic acid). Yield: 90.0%. RXN SMILES: P([O-])(O)(O)=O.[Na+].Cl([O-])=O.[Na+].[OH:11]O.[CH3:13][O:14][C:15]1[C:16]([CH3:44])=[C:17]([C:35]([O:42][CH3:43])=[C:36]([O:40][CH3:41])[C:37]=1[O:38][CH3:39])[CH2:18][C:19]1[CH:20]=[CH:21][C:22]([O:27][CH2:28][C:29]2[CH:34]=[CH:33][CH:32]=[CH:31][CH:30]=2)=[C:23]([CH:26]=1)[CH:24]=[O:25]>O.C(#N)C>[CH3:13][O:14][C:15]1[C:16]([CH3:44])=[C:17]([C:35]([O:42][CH3:43])=[C:36]([O:40][CH3:41])[C:37]=1[O:38][CH3:39])[CH2:18][C:19]1[CH:20]=[CH:21][C:22]([O:27][CH2:28][C:29]2[CH:34]=[CH:33][CH:32]=[CH:31][CH:30]=2)=[C:23]([CH:26]=1)[C:24]([OH:11])=[O:25] |f:0.1,2.3|. Procedure: An aqueous solution (10 ml) of sodium dihydrogenphosphate (12.0 g, 0.100 mol), an aqueous solution (30 ml) of sodium chlorite (5.19 g, 0.0577 mol) and aqueous hydrogen peroxide (1.701 ml, 30%) were added to an acetonitrile solution (30 ml) of 5-(3,4,5,6-tetramethoxy-2-methylbenzyl)-2-benzyloxybenzaldehyde (5.60 g, 0.0128 mol) and the resulting solution was stirred at room temperature for 5 hours. The reaction solution was diluted with water and then extracted with ethyl acetate. The extract was ... The reactants are BrCc1ccccc1, c1ccc2c(c1)CCN2, CCOCC, [Cl-], [K+], [K+], [NH4+], O=C([O-])[O-], CN(C)C=O. Yields the product c1ccc(CN2CCc3ccccc32)cc1. Reaction SMILES: [CH2:16]([c:17]1[cH:18][cH:19][cH:20][cH:21][cH:22]1)[Br:23].[CH2:1]1[CH2:2][c:3]2[cH:4][cH:5][cH:6][cH:7][c:8]2[NH:9]1.[CH3:31][CH2:32][O:33][CH2:34][CH3:35].[Cl-:24].[K+:10].[K+:11].[NH4+:25].[O-:12][C:13]([O-:14])=[O:15].[O:26]=[CH:27][N:28]([CH3:29])[CH3:30]>>[CH2:1]1[CH2:2][c:3]2[cH:4][cH:5][cH:6][cH:7][c:8]2[N:9]1[CH2:16][c:17]1[cH:18][cH:19][cH:20][cH:21][cH:22]1. Starting materials: FC1=C(COC2=CC(NC=C2)=O)C=CC(=C1)F (4-(2,4-difluorobenzyloxy)pyridin-2(1H)-one), BrC=1C=CC2=C(N(C=3CCN(CCC32)C(=O)OC(C)(C)C)C)N1 (tert-butyl 2-bromo-10-methyl-5,8,9,10-tetrahydropyrido[3′,2′:4,5]pyrrolo[2,3-d]azepine-7(6H)-carboxylate), OC=1C=CC=C2C=CC=NC12 (8-hydroxyquinoline), C(=O)([O-])[O-].[Cs+].[Cs+] (Cs2CO3), Cl (HCl). Reagents/catalysts: [Cu]I (CuI). Run in CS(=O)C (DMSO), C(Cl)Cl (CH2Cl2), CCOCC (Et2O). Run at temperature 135 celsius, time 24 hour. The product is Cl.FC1=C(COC2=CC(N(C=C2)C=2C=CC3=C(N(C=4CCNCCC43)C)N2)=O)C=CC(=C1)F (4-(2,4-Difluorobenzyloxy)-1-(10-methyl-5,6,7,8,9,10-hexahydropyrido[3′,2′:4,5]pyrrolo[2,3-d]azepin-2-yl)pyridin-2(1H)-one hydrochloride). Yield: 24.0%. Reaction SMILES: [F:1][C:2]1[CH:16]=[C:15]([F:17])[CH:14]=[CH:13][C:3]=1[CH2:4][O:5][C:6]1[CH:11]=[CH:10][NH:9][C:8](=[O:12])[CH:7]=1.Br[C:19]1[CH:20]=[CH:21][C:22]2[C:31]3[CH2:30][CH2:29][N:28](C(OC(C)(C)C)=O)[CH2:27][CH2:26][C:25]=3[N:24]([CH3:39])[C:23]=2[N:40]=1.OC1C=CC=C2C=1N=CC=C2.C([O-])([O-])=O.[Cs+].[Cs+].[ClH:58]>CS(C)=O.CCOCC.C(Cl)Cl.[Cu]I>[ClH:58].[F:1][C:2]1[CH:16]=[C:15]([F:17])[CH:14]=[CH:13][C:3]=1[CH2:4][O:5][C:6]1[CH:11]=[CH:10][N:9]([C:19]2[CH:20]=[CH:21][C:22]3[C:31]4[CH2:30][CH2:29][NH:28][CH2:27][CH2:26][C:25]=4[N:24]([CH3:39])[C:23]=3[N:40]=2)[C:8](=[O:12])[CH:7]=1 |f:3.4.5,11.12|. Procedure: A suspension of 4-(2,4-difluorobenzyloxy)pyridin-2(1H)-one (83 mg, 0.35 mmol), tert-butyl 2-bromo-10-methyl-5,8,9,10-tetrahydropyrido[3′,2′:4,5]pyrrolo[2,3-d]azepine-7(6H)-carboxylate (146 mg, 0.384 mmol), CuI (80 mg, 0.42 mmol), 8-hydroxyquinoline (10 mg, 0.070 mmol) and Cs2CO3 (125 mg, 0.384 mmol) in DMSO (10 mL) was degassed under reduced pressure for 45 min. The suspension was put under N2 and stirred at 135° C. for 24 h. The suspension was cooled, 9:0.9:0.1 CH2Cl2/MeOH/NH4OH (10 mL) was add... Reaction SMILES: [CH2:1]([N:8]1[C:13](=[O:14])[CH:12]=[CH:11][CH:10]=[C:9]1[C:15]([OH:17])=O)[C:2]1[CH:7]=[CH:6][CH:5]=[CH:4][CH:3]=1.[NH2:18][CH:19]([CH2:25][C:26]1[CH:31]=[CH:30][CH:29]=[CH:28][CH:27]=1)[CH:20]([OH:24])[C:21]([NH2:23])=[O:22].O[NH-].O=[N-]>>[NH2:23][C:21](=[O:22])[C:20](=[O:24])[CH:19]([NH:18][C:15]([C:9]1[N:8]([CH2:1][C:2]2[CH:3]=[CH:4][CH:5]=[CH:6][CH:7]=2)[C:13](=[O:14])[CH:12]=[CH:11][CH:10]=1)=[O:17])[CH2:25][C:26]1[CH:27]=[CH:28][CH:29]=[CH:30][CH:31]=1. Yields the product NC(C(C(CC1=CC=CC=C1)NC(=O)C=1N(C(C=CC1)=O)CC1=CC=CC=C1)=O)=O (N-(4-Amino-3,4-dioxo-1-phenylbutan-2-yl)-1-benzyl-6-oxo-1,6-dihydropyridine-2-carboxamide). The reactants are C(C1=CC=CC=C1)N1C(=CC=CC1=O)C(=O)O (1-benzyl-6-oxo-1,6-dihydro-pyridine-2-carboxylic acid), O=[N-] (ketoamide), NC(C(C(=O)N)O)CC1=CC=CC=C1 (3-amino-2-hydroxy-4-phenylbutanamide), O[NH-] (hydroxyamide). Procedure details: Coupling of 1-benzyl-6-oxo-1,6-dihydro-pyridine-2-carboxylic acid with 3-amino-2-hydroxy-4-phenylbutanamide and oxidation of the resulting hydroxyamide intermediate to the corresponding ketoamide. Reactants: CCN(CC1=CC(=CC=C1)S(=O)(=O)[O-])C2=CC(=C(C=C2)/C(=C/3\C=CC(=[N+](CC)CC4=CC(=CC=C4)S(=O)(=O)[O-])C=C3C)/C5=CC=C(C=C5)NC6=CC=C(C=C6)OCC)C.[Na+] (Coomassie Brilliant Blue), P(O)(O)(O)=O (phosphoric acid), O (water). Solvent: C(C)O (ethanol), C(C)O (ethanol). Product: CCN(CC1=CC(=CC=C1)S(=O)(=O)O)C2=CC(=C(C=C2)/C(=C\3/C=CC(=[N+](CC)CC4=CC(=CC=C4)S(=O)(=O)O)C=C3C)/C5=CC=C(C=C5)NC6=CC=C(C=C6)OCC)C (Coomassie Brilliant Blue G-250), P(O)(O)(O)=O (phosphoric acid), dextrins. The yield is 8.5%. As a reaction SMILES: [CH3:1][CH2:2][N:3]([C:15]1[CH:20]=[CH:19][C:18](/[C:21](/[C:43]2[CH:48]=[CH:47][C:46]([NH:49][C:50]3[CH:55]=[CH:54][C:53]([O:56][CH2:57][CH3:58])=[CH:52][CH:51]=3)=[CH:45][CH:44]=2)=[C:22]2\[CH:23]=[CH:24][C:25]([CH:40]=[C:41]\2[CH3:42])=[N+:26]([CH2:29][C:30]2[CH:35]=[CH:34][CH:33]=[C:32]([S:36]([O-:39])(=[O:38])=[O:37])[CH:31]=2)[CH2:27][CH3:28])=[C:17]([CH3:59])[CH:16]=1)[CH2:4][C:5]1[CH:10]=[CH:9][CH:8]=[C:7]([S:11]([O-:14])(=[O:13])=[O:12])[CH:6]=1.[Na+].[P:61](=[O:65])([OH:64])([OH:63])[OH:62].O>C(O)C>[CH3:1][CH2:2][N:3]([C:15]1[CH:20]=[CH:19][C:18](/[C:21](/[C:43]2[CH:44]=[CH:45][C:46]([NH:49][C:50]3[CH:55]=[CH:54][C:53]([O:56][CH2:57][CH3:58])=[CH:52][CH:51]=3)=[CH:47][CH:48]=2)=[C:22]2/[CH:23]=[CH:24][C:25]([CH:40]=[C:41]/2[CH3:42])=[N+:26]([CH2:29][C:30]2[CH:35]=[CH:34][CH:33]=[C:32]([S:36]([OH:39])(=[O:37])=[O:38])[CH:31]=2)[CH2:27][CH3:28])=[C:17]([CH3:59])[CH:16]=1)[CH2:4][C:5]1[CH:10]=[CH:9][CH:8]=[C:7]([S:11]([OH:14])(=[O:13])=[O:12])[CH:6]=1.[P:61](=[O:62])([OH:65])([OH:64])[OH:63] |f:0.1|. Reported procedure: To 100 mg Coomassie Brilliant Blue (G-250) was added 47 g ethanol, 85 g phosphoric acid and 850 g water. This solution was mixed for 20 minutes, to ensure all components were dissolved, resulting in a reagent comprising 0.01% (w/v) Coomassie Brilliant Blue G-250, 4.7% ethanol (w/v) and 8.5% (w/v) phosphoric acid, To this solution different dextrins were added as indicated in the specific examples. Reactants: O (Water), N1(CCOCC1)C1=NC(=C2NC=NC2=N1)N1CCOCC1 (2,6-Di-morpholin-4-yl-7H-purine), C[Si](CCOCCl)(C)C (2-(Trimethylsilyl)ethoxymethyl chloride), [H-].[Na+] (NaH). Run in C(C)(=O)OCC (ethyl aceate), CN(C)C=O (DMF). Reaction conditions: time 30 minute. Product: N1(CCOCC1)C1=NC(=C2N(C=NC2=N1)COCC[Si](C)(C)C)N1CCOCC1 (2,6-Di-morpholin-4-yl-7-(2-trimethylsilanylethoxymethyl)-7H-purine). The yield is 78.4%. Reaction SMILES: [N:1]1([C:7]2[N:15]=[C:14]3[C:10]([NH:11][CH:12]=[N:13]3)=[C:9]([N:16]3[CH2:21][CH2:20][O:19][CH2:18][CH2:17]3)[N:8]=2)[CH2:6][CH2:5][O:4][CH2:3][CH2:2]1.[H-].[Na+].[CH3:24][Si:25]([CH3:32])([CH3:31])[CH2:26][CH2:27][O:28][CH2:29]Cl.O>CN(C=O)C.C(OCC)(=O)C>[N:1]1([C:7]2[N:15]=[C:14]3[C:10]([N:11]([CH2:29][O:28][CH2:27][CH2:26][Si:25]([CH3:32])([CH3:31])[CH3:24])[CH:12]=[N:13]3)=[C:9]([N:16]3[CH2:17][CH2:18][O:19][CH2:20][CH2:21]3)[N:8]=2)[CH2:6][CH2:5][O:4][CH2:3][CH2:2]1 |f:1.2|. Reported procedure: As shown in Scheme 5 above, 2,6-dicloropyrimidine (1 g, 5.29 mmol) was dissolved in morpholine (5 mL) in a sealed tube. The tube was heated to 120° C. for 5 hours then cooled to room temperature. Water (100 mL) was added and the resulting precipitate was filtered and washed with water to give 2,6-di-morpholin-4-yl-7H-purine (1.33 g, 87%). 2,6-Di-morpholin-4-yl-7H-purine (1.33 g, 4.58 mmol) was dissolved in DMF (50 mL). NaH (0.22 g, 5.50 mmol, 60% dispersion in oil) was added and the reaction was... The reactants are CCOC(C)=O, [Cl-], [Na+], C1CCOC1, O=S(=O)(c1ccccc1)N(CC1CO1)CC1CO1, O=S(=O)(O)O. The product is O=S(=O)(c1ccccc1)N1CC(CO)OC(CO)C1. RXN SMILES: [CH3:31][CH2:32][O:33][C:34](=[O:35])[CH3:36].[Cl-:30].[Na+:29].[O:1]1[CH2:2][CH2:3][CH2:4][CH2:5]1.[O:6]1[CH:7]([CH2:9][N:10]([S:11](=[O:12])(=[O:13])[c:14]2[cH:15][cH:16][cH:17][cH:18][cH:19]2)[CH2:20][CH:21]2[O:22][CH2:23]2)[CH2:8]1.[S:24](=[O:25])(=[O:26])([OH:27])[OH:28]>>[O:1]1[CH:7]([CH2:8][OH:6])[CH2:9][N:10]([S:11](=[O:12])(=[O:13])[c:14]2[cH:15][cH:16][cH:17][cH:18][cH:19]2)[CH2:20][CH:21]1[CH2:23][OH:22].